Dataset: the Open Reaction Database (ORD), a public repository of structured organic reaction records. Task: describe an organic reaction: reactants, conditions, products, and yield Starting materials: [N+](=O)([O-])C1=CC=C(C=C1)O (4-nitrophenol), C(=O)([O-])[O-].[K+].[K+] (K2CO3), CCOC(=O)C (EtOAc), by3-bromo-dihydrofuran-2-one. Solvent: CN(C)C=O (DMF). Reaction conditions: time 16 hour. Yields the product [N+](=O)([O-])C1=CC=C(OC2C(OCC2)=O)C=C1 (3-(4-nitrophenoxy)-dihydrofuran-2-one). Yield: 54.0%. As a reaction SMILES: [N+:1]([C:4]1[CH:9]=[CH:8][C:7]([OH:10])=[CH:6][CH:5]=1)([O-:3])=[O:2].C([O-])([O-])=O.[K+].[K+].[CH3:17][CH2:18][O:19][C:20]([CH3:22])=[O:21]>CN(C=O)C>[N+:1]([C:4]1[CH:9]=[CH:8][C:7]([O:10][CH:22]2[CH2:17][CH2:18][O:19][C:20]2=[O:21])=[CH:6][CH:5]=1)([O-:3])=[O:2] |f:1.2.3|. Procedure details: To a solution of 4-nitrophenol (278 mg, 2.0 mmol) in DMF (6 mL) at room temperature under a nitrogen atmosphere was added powdered K2CO3 (552 mg, 2.0 mmol) followed by3-bromo-dihydrofuran-2-one (330 mg, 2.0 mmol). After stirring at room temperature under a nitrogen atmosphere for 16 hours, the mixture was diluted to 30 mL with EtOAc and washed with water (4×30 mL) and brine (30 mL). The organic layer was dried over MgSO4, filtered and concentrated under reduced pressure to provide the product (2... The reactants are ice, OC=1C=C(C(=O)O)C=C(C1)O (3,5-Dihydroxybenzoic acid), Cl (hydrochloric acid). Reagents/catalysts: S(O)(O)(=O)=O (sulfuric acid). Run in C(C)(=O)OC(C)=O (acetic anhydride). Run at time 20 minute. The product is C(C)(=O)OC=1C=C(C(=O)O)C=C(C1)OC(C)=O (3,5-diacetoxybenzoic acid). Yield: 183.9%. Reaction SMILES: [OH:1][C:2]1[CH:3]=[C:4]([CH:8]=[C:9]([OH:11])[CH:10]=1)[C:5]([OH:7])=[O:6].Cl>C(OC(=O)C)(=O)C.S(=O)(=O)(O)O>[C:2]([O:1][C:2]1[CH:3]=[C:4]([CH:8]=[C:9]([O:11][C:5](=[O:6])[CH3:4])[CH:10]=1)[C:5]([OH:7])=[O:6])(=[O:1])[CH3:10]. Procedure: 3,5-Dihydroxybenzoic acid (7.2 g, 50 mM) was dissolved in 11 ml of acetic anhydride. To the resulting solution were added 5 drops of sulfuric acid, followed by stirring at room temperature for 20 minutes. Subsequently, 10 g of ice was added and 12 ml of 1N hydrochloric acid was then added. After sonication, a precipitated crystal was recovered by filtration. Washing the crystal with toluene gave 3,5-diacetoxybenzoic acid (10.23 g). The obtained 3,5-diacetoxybenzoic acid (2.38 g, 10 mM) was disso...